This data is from the Open Reaction Database (ORD), a public repository of structured organic reaction records. The task is: describe an organic reaction: reactants, conditions, products, and yield Reactants: BrC1=CC=2C3=C(C(NC2C=C1)=O)NC=C3.C(C)C(=O)[O-] (8-bromo-4-oxo-4,5-dihydro-3H-pyrrolo[2,3-c]quinoline 1-ethyl carboxylate), C(C=C)(=O)NCCC(=O)OC (methyl 3-acryloylamino-propionate). Solvent: ClCCl (dichloromethane). Yields the product COC(=O)CCNC(=O)C=CC1=CC=2C3=C(C(NC2C=C1)=O)NC=C3.C(C)C(=O)[O-] (8-[2-(2-methoxycarbonyl-ethylcarbamoyl)-vinyl]-4-oxo-4,5-dihydro-3H-pyrrolo[2,3-c]quinoline 1-ethyl carboxylate). The yield is 11.5%. As a reaction SMILES: Br[C:2]1[CH:11]=[CH:10][C:9]2[NH:8][C:7](=[O:12])[C:6]3[NH:13][CH:14]=[CH:15][C:5]=3[C:4]=2[CH:3]=1.[CH2:16]([C:18]([O-:20])=[O:19])[CH3:17].[C:21]([NH:25][CH2:26][CH2:27][C:28]([O:30][CH3:31])=[O:29])(=[O:24])[CH:22]=[CH2:23]>ClCCl>[CH3:31][O:30][C:28]([CH2:27][CH2:26][NH:25][C:21]([CH:22]=[CH:23][C:2]1[CH:11]=[CH:10][C:9]2[NH:8][C:7](=[O:12])[C:6]3[NH:13][CH:14]=[CH:15][C:5]=3[C:4]=2[CH:3]=1)=[O:24])=[O:29].[CH2:16]([C:18]([O-:20])=[O:19])[CH3:17] |f:0.1,4.5|. Reported procedure: This compound is prepared according to synthesis 68, from 70 mg (0.21 mmol) of 8-bromo-4-oxo-4,5-dihydro-3H-pyrrolo[2,3-c]quinoline-1-ethyl carboxylate (synthesis 71) and 36 mg (0.23 mmol) of methyl 3-acryloylamino-propionate. After trituration in dichloromethane, 10 mg (12%) of 8-[2-(2-methoxycarbonyl-ethylcarbamoyl)-vinyl]-4-oxo-4,5-dihydro-3H-pyrrolo[2,3-c]quinoline-1-ethyl carboxylate is obtained in the form of a light brown solid. Reactants: ClC=1C=C(OC2=NC=CC=C2OCCCC2=C(C=NC=C2OC)Cl)C=CC1 (2-(3-chlorophenoxy)-3-[3-(3-chloro-5-methoxypyridin-4-yl)propoxy]pyridine), Cl.N1=CC=CC=C1 (pyridine.hydrochloride), C(O)([O-])=O.[Na+] (sodium hydrogen carbonate). Solvent: ice water. Conditions: time 1 hour. Product: ClC=1C=C(OC2=NC=CC=C2OCCCC2=C(C=NC=C2O)Cl)C=CC1 (2-(3-chlorophenoxy)-3-[3-(3-chloro-5-hydroxypyridin-4-yl)propoxy]pyridine). Yield: 68.2%. RXN SMILES: [Cl:1][C:2]1[CH:3]=[C:4]([CH:25]=[CH:26][CH:27]=1)[O:5][C:6]1[C:11]([O:12][CH2:13][CH2:14][CH2:15][C:16]2[C:21]([O:22]C)=[CH:20][N:19]=[CH:18][C:17]=2[Cl:24])=[CH:10][CH:9]=[CH:8][N:7]=1.Cl.N1C=CC=CC=1.C(=O)([O-])O.[Na+]>>[Cl:1][C:2]1[CH:3]=[C:4]([CH:25]=[CH:26][CH:27]=1)[O:5][C:6]1[C:11]([O:12][CH2:13][CH2:14][CH2:15][C:16]2[C:21]([OH:22])=[CH:20][N:19]=[CH:18][C:17]=2[Cl:24])=[CH:10][CH:9]=[CH:8][N:7]=1 |f:1.2,3.4|. Procedure details: 2-(3-Chlorophenoxy)-3-[3-(3-chloro-5-methoxypyridin-4-yl)propoxy]pyridine (8.5 g, 21 mmol) obtained in Example 72 and pyridine.hydrochloride (100 g, 0.86 mol) are mixed, and the mixture is stirred for melting at 150° C. for one hour. To the mixture is added ice-water (300 ml), and the mixture is neutralized with sodium hydrogen carbonate, and extracted with ethyl acetate (100 ml×3). The organic layer is washed with a saturated aqueous sodium hydrogen carbonate solution (50 ml×2) and a saturated ... The reactants are ClC=1C=C2C=CC(=CC2=CC1)S(=O)(=O)N[C@@H]1C(N(CC1)[C@H](C(=O)O)C)=O ((2S)-2-((3S)-3-{[(6-chloro-2-naphthyl)sulfonyl]amino}-2-oxopyrrolidin-1-yl)propanoic acid), ClC=1C=C2C=CC(=CC2=CC1)S(=O)(=O)N[C@@H]1C(N(CC1)[C@H](C(=O)O)C)=O ((2S)-2-((3S)-3-{[(6-chloro-2-naphthyl)sulfonyl]amino}-2-oxopyrrolidin-1-yl)propanoic acid), Cl.CN(CCCN=C=NCC)C (1-[3-(dimethylamino)propyl]-3-ethylcarbodiimide hydrochloride), C=1C=CC2=C(C1)N=NN2O (HOBT), N1CCOCC1 (Morpholine), resultant mixture. Run in C(Cl)Cl (DCM), C(C)N(CC)CC (triethylamine). Run at time 30 minute. Yields the product ClC=1C=C2C=CC(=CC2=CC1)S(=O)(=O)N[C@@H]1C(N(CC1)[C@H](C(=O)N1CCOCC1)C)=O (6-Chloro-N-{(3S)-1-[(1S)-1-methyl-2-morpholin-4-yl-2-oxoethyl]-2-oxopyrrolidin-3-yl}naphthalene-2-sulfonamide). As a reaction SMILES: [Cl:1][C:2]1[CH:3]=[C:4]2[C:9](=[CH:10][CH:11]=1)[CH:8]=[C:7]([S:12]([NH:15][C@H:16]1[CH2:20][CH2:19][N:18]([C@@H:21]([CH3:25])[C:22]([OH:24])=O)[C:17]1=[O:26])(=[O:14])=[O:13])[CH:6]=[CH:5]2.Cl.CN(C)CCCN=C=NCC.C1C=CC2N(O)N=NC=2C=1.[NH:49]1[CH2:54][CH2:53][O:52][CH2:51][CH2:50]1>C(Cl)Cl.C(N(CC)CC)C>[Cl:1][C:2]1[CH:3]=[C:4]2[C:9](=[CH:10][CH:11]=1)[CH:8]=[C:7]([S:12]([NH:15][C@H:16]1[CH2:20][CH2:19][N:18]([C@@H:21]([CH3:25])[C:22]([N:49]3[CH2:54][CH2:53][O:52][CH2:51][CH2:50]3)=[O:24])[C:17]1=[O:26])(=[O:13])=[O:14])[CH:6]=[CH:5]2 |f:1.2|. Procedure details: To a solution of (2S)-2-((3S)-3-{[(6-chloro-2-naphthyl)sulfonyl]amino}-2-oxopyrrolidin-1-yl)propanoic acid [Intermediate 29] (0.105 g) in DCM (10 ml) were added 1-[3-(dimethylamino)propyl]-3-ethylcarbodiimide hydrochloride (0.152 g), HOBT (0.107 g) and triethylamine (0.222 ml) and the mixture was stirred at room temperature for 30 min. Morpholine (0.07 ml) was added and the resultant mixture stirred at room temperature for 16 h. The mixture was partitioned between DCM and water. The aqueous laye... Reactants: O=C([O-])[O-], CCOc1ccccc1B(O)O, CN(C)C=O, Cl, COc1cc(I)c(Cl)cc1C(=O)O, [K+], [K+], [Pd], c1ccc(P(c2ccccc2)c2ccccc2)cc1, c1ccc(P(c2ccccc2)c2ccccc2)cc1, c1ccc(P(c2ccccc2)c2ccccc2)cc1, c1ccc(P(c2ccccc2)c2ccccc2)cc1. Product: CCOc1ccccc1-c1cc(OC)c(C(=O)O)cc1Cl. Reaction SMILES: [C:26](=[O:27])([O-:28])[O-:29].[CH2:14]([CH3:15])[O:16][c:17]1[c:18]([B:23]([OH:24])[OH:25])[cH:19][cH:20][cH:21][cH:22]1.[CH3:33][N:34]([CH3:35])[CH:36]=[O:37].[ClH:32].[I:1][c:2]1[cH:3][c:4]([O:12][CH3:13])[c:5]([C:6](=[O:7])[OH:8])[cH:9][c:10]1[Cl:11].[K+:30].[K+:31].[Pd:38].[c:39]1([P:40]([c:41]2[cH:42][cH:43][cH:44][cH:45][cH:46]2)[c:47]2[cH:48][cH:49][cH:50][cH:51][cH:52]2)[cH:53][cH:54][cH:55][cH:56][cH:57]1.[c:58]1([P:59]([c:60]2[cH:61][cH:62][cH:63][cH:64][cH:65]2)[c:66]2[cH:67][cH:68][cH:69][cH:70][cH:71]2)[cH:72][cH:73][cH:74][cH:75][cH:76]1.[c:77]1([P:78]([c:79]2[cH:80][cH:81][cH:82][cH:83][cH:84]2)[c:85]2[cH:86][cH:87][cH:88][cH:89][cH:90]2)[cH:91][cH:92][cH:93][cH:94][cH:95]1.[c:96]1([P:97]([c:98]2[cH:99][cH:100][cH:101][cH:102][cH:103]2)[c:104]2[cH:105][cH:106][cH:107][cH:108][cH:109]2)[cH:110][cH:111][cH:112][cH:113][cH:114]1>>[c:2]1(-[c:18]2[c:17]([O:16][CH2:14][CH3:15])[cH:22][cH:21][cH:20][cH:19]2)[cH:3][c:4]([O:12][CH3:13])[c:5]([C:6](=[O:7])[OH:8])[cH:9][c:10]1[Cl:11]. Reactants: CC1=CC(=NN1CC(=O)N1CCC(CC1)C(N)=S)C(F)(F)F (1-[2-[5-methyl-3-(trifluoromethyl)-1H-pyrazol-1-yl]acetyl]-4-piperidine-carbothioamide), CC1=CC(=NN1CC(=O)N1CCC(CC1)C(N)=S)C(F)(F)F (1-[2-[5-methyl-3-(trifluoromethyl)-1H-pyrazol-1-yl]acetyl]-4-piperidinecarbothioamide), BrCC(=O)C1=NO[C@H](C1)C1=CC=CC=C1 (2-bromo-1-[(5R)-4,5-dihydro-5-phenyl-3-isoxazolyl]ethanone), BrCC(=O)C1=NO[C@H](C1)C1=CC=CC=C1 (2-bromo-1-[(5R)-4,5-dihydro-5-phenyl-3-isoxazolyl]ethanone), E1. The solvent is C(C)O (ethanol), O (water). Conditions: temperature 50 celsius. Product: C1(=CC=CC=C1)[C@H]1CC(=NO1)C=1N=C(SC1)C1CCN(CC1)C(CN1N=C(C=C1C)C(F)(F)F)=O (1-[4-[4-[(5R)-4,5-dihydro-5-phenyl-3-isoxazolyl]-2-thiazolyl]-1-piperidinyl]-2-[5-methyl-3-(trifluoromethyl)-1H-pyrazol-1-yl]ethanone). RXN SMILES: [CH3:1][C:2]1[N:6]([CH2:7][C:8]([N:10]2[CH2:15][CH2:14][CH:13]([C:16](=[S:18])[NH2:17])[CH2:12][CH2:11]2)=[O:9])[N:5]=[C:4]([C:19]([F:22])([F:21])[F:20])[CH:3]=1.Br[CH2:24][C:25]([C:27]1[CH2:31][C@H:30]([C:32]2[CH:37]=[CH:36][CH:35]=[CH:34][CH:33]=2)[O:29][N:28]=1)=O>C(O)C.O>[C:32]1([C@@H:30]2[O:29][N:28]=[C:27]([C:25]3[N:17]=[C:16]([CH:13]4[CH2:14][CH2:15][N:10]([C:8](=[O:9])[CH2:7][N:6]5[C:2]([CH3:1])=[CH:3][C:4]([C:19]([F:22])([F:20])[F:21])=[N:5]5)[CH2:11][CH2:12]4)[S:18][CH:24]=3)[CH2:31]2)[CH:33]=[CH:34][CH:35]=[CH:36][CH:37]=1. Procedure: A mixture of 1-[2-[5-methyl-3-(trifluoromethyl)-1H-pyrazol-1-yl]acetyl]-4-piperidine-carbothioamide (i.e. the product of Example 8, Step C) (1.7 g, 5.0 mmol) and 2-bromo-1-[(5R)-4,5-dihydro-5-phenyl-3-isoxazolyl]ethanone (i.e. the product of Example 12, Step E or E1) (1.35 g, 5 mmol) in ethanol (15 mL) was heated at 50° C. for 30 minutes. The reaction mixture was diluted with water and extracted with dichloromethane. The extract was washed with brine, dried (MgSO4), and concentrated under reduce...